Dataset: the Open Reaction Database (ORD), a public repository of structured organic reaction records. Task: describe an organic reaction: reactants, conditions, products, and yield The reactants are COc1ncccc1B(O)O, [Na+], [Na+], O=C([O-])[O-], O=S(=O)(OC1=CCC2(CC1)OCCO2)C(F)(F)F, C1COCCO1. Product: COc1ncccc1C1=CCC2(CC1)OCCO2. Reaction SMILES: [CH3:19][O:20][c:21]1[n:22][cH:23][cH:24][cH:25][c:26]1[B:27]([OH:28])[OH:29].[Na+:30].[Na+:31].[O-:32][C:33](=[O:34])[O-:35].[O:1]1[CH2:2][CH2:3][O:4][C:5]12[CH2:6][CH:7]=[C:8]([O:11][S:12]([C:13]([F:14])([F:15])[F:16])(=[O:17])=[O:18])[CH2:9][CH2:10]2.[O:36]1[CH2:37][CH2:38][O:39][CH2:40][CH2:41]1>>[O:1]1[CH2:2][CH2:3][O:4][C:5]12[CH2:6][CH:7]=[C:8]([c:26]1[c:21]([O:20][CH3:19])[n:22][cH:23][cH:24][cH:25]1)[CH2:9][CH2:10]2. Starting materials: O=C1CCC(=O)N1Br, COc1ccc2c(C)c(Br)ccc2c1C(F)(F)F, ClC(Cl)(Cl)Cl, O=C(OOC(=O)c1ccccc1)c1ccccc1. Product: COc1ccc2c(CBr)c(Br)ccc2c1C(F)(F)F. Reaction SMILES: [Br:1][N:2]1[C:3](=[O:4])[CH2:5][CH2:6][C:7]1=[O:8].[Br:27][c:28]1[c:29]([CH3:44])[c:30]2[cH:31][cH:32][c:33]([O:42][CH3:43])[c:34]([C:38]([F:39])([F:40])[F:41])[c:35]2[cH:36][cH:37]1.[C:45]([Cl:46])([Cl:47])([Cl:48])[Cl:49].[C:9]([O:10][O:11][C:12](=[O:13])[c:14]1[cH:15][cH:16][cH:17][cH:18][cH:19]1)(=[O:20])[c:21]1[cH:22][cH:23][cH:24][cH:25][cH:26]1>>[Br:1][CH2:44][c:29]1[c:28]([Br:27])[cH:37][cH:36][c:35]2[c:30]1[cH:31][cH:32][c:33]([O:42][CH3:43])[c:34]2[C:38]([F:39])([F:40])[F:41]. The reactants are C(C1=CC=CC=C1)(=O)OC([C@@H](O)[C@H](O)C(=O)OC(C1=CC=CC=C1)=O)=O (di-O-benzoyl-D-tartaric acid), C(C1=CC=CC=C1)OC1=CC=C(C=C1)C(C(C)N1CCC(CC1)(C1=CC=CC=C1)O)=O (racemic 1-(4-benzyloxy-phenyl)-2-(4-hydroxy-4-phenyl-piperidin-1-yl)-1-propanone). Solvent: CC(=O)C (acetone), CC(=O)C (acetone). Conditions: temperature 50 celsius. Yields the product C(C1=CC=CC=C1)(=O)OC([C@@H](O)[C@H](O)C(=O)OC(C1=CC=CC=C1)=O)=O.C(C1=CC=CC=C1)OC1=CC=C(C=C1)C([C@H](C)N1CCC(CC1)(C1=CC=CC=C1)O)=O ((2S)-1-(4-benzyloxy-phenyl)-2-(4-hydroxy-4-phenyl-piperidin-1-yl)-1-propanone di-O-benzoyl-D-tartaric acid salt). Yield: 85.4%. RXN SMILES: [CH2:1]([O:8][C:9]1[CH:14]=[CH:13][C:12]([C:15](=[O:31])[CH:16]([N:18]2[CH2:23][CH2:22][C:21]([OH:30])([C:24]3[CH:29]=[CH:28][CH:27]=[CH:26][CH:25]=3)[CH2:20][CH2:19]2)[CH3:17])=[CH:11][CH:10]=1)[C:2]1[CH:7]=[CH:6][CH:5]=[CH:4][CH:3]=1.[C:32]([O:40][C:41](=[O:57])[C@H:42]([C@@H:44]([C:46]([O:48][C:49](=[O:56])[C:50]1[CH:55]=[CH:54][CH:53]=[CH:52][CH:51]=1)=[O:47])[OH:45])[OH:43])(=[O:39])[C:33]1[CH:38]=[CH:37][CH:36]=[CH:35][CH:34]=1>CC(C)=O>[C:49]([O:48][C:46](=[O:47])[C@H:44]([C@@H:42]([C:41]([O:40][C:32](=[O:39])[C:33]1[CH:34]=[CH:35][CH:36]=[CH:37][CH:38]=1)=[O:57])[OH:43])[OH:45])(=[O:56])[C:50]1[CH:51]=[CH:52][CH:53]=[CH:54][CH:55]=1.[CH2:1]([O:8][C:9]1[CH:14]=[CH:13][C:12]([C:15](=[O:31])[C@@H:16]([N:18]2[CH2:23][CH2:22][C:21]([OH:30])([C:24]3[CH:29]=[CH:28][CH:27]=[CH:26][CH:25]=3)[CH2:20][CH2:19]2)[CH3:17])=[CH:11][CH:10]=1)[C:2]1[CH:3]=[CH:4][CH:5]=[CH:6][CH:7]=1 |f:3.4|. Procedure: 120 g (0.289 mol) racemic 1-(4-benzyloxy-phenyl)-2-(4-hydroxy-4-phenyl-piperidin-1-yl)-1-propanone and 1360 ml acetone were charged to a 3 liter flask equipped with a mechanical stirrer, a thermometer and a reflux condenser. The resulting solution was warmed to 50° C., then 105 g (0.293 mol) di-O-benzoyl-D-tartaric acid was added followed by a 200 ml acetone rinse. The solution was stirred at 50° C. and a suspended solid formed after about 25 minutes. The suspension was stirred as an additional ...